From a dataset of the Open Reaction Database (ORD), a public repository of structured organic reaction records. describe an organic reaction: reactants, conditions, products, and yield Starting materials: C(C)(C)(C)OC(NC(CNC(=O)C=1C(=NN2C1C=C(C=C2OCC2=C(C=CC=C2F)F)OC)C)(CCC)C)=O (rac-{1-[({7-[(2,6-Difluorobenzyl)oxy]-5-methoxy-2-methylpyrazolo[1,5-a]pyridin-3-yl}carbonyl)amino]-2-methylpentan-2-yl}carbamic Acid tert-butyl Ester), FC(C(=O)O)(F)F (trifluoroacetic acid). Run in ClCCl (dichloromethane). Reaction conditions: time 2 hour. The product is NC(CNC(=O)C=1C(=NN2C1C=C(C=C2OCC2=C(C=CC=C2F)F)OC)C)(CCC)C (rac-N-(2-Amino-2-methylpentyl)-7-[(2,6-difluorobenzyl)oxy]-5-methoxy-2-methylpyrazolo[1,5-a]pyridine-3-carboxamide). The yield is 52.8%. Reaction SMILES: C(OC(=O)[NH:7][C:8]([CH3:38])([CH2:35][CH2:36][CH3:37])[CH2:9][NH:10][C:11]([C:13]1[C:14]([CH3:34])=[N:15][N:16]2[C:21]([O:22][CH2:23][C:24]3[C:29]([F:30])=[CH:28][CH:27]=[CH:26][C:25]=3[F:31])=[CH:20][C:19]([O:32][CH3:33])=[CH:18][C:17]=12)=[O:12])(C)(C)C.FC(F)(F)C(O)=O>ClCCl>[NH2:7][C:8]([CH3:38])([CH2:35][CH2:36][CH3:37])[CH2:9][NH:10][C:11]([C:13]1[C:14]([CH3:34])=[N:15][N:16]2[C:21]([O:22][CH2:23][C:24]3[C:25]([F:31])=[CH:26][CH:27]=[CH:28][C:29]=3[F:30])=[CH:20][C:19]([O:32][CH3:33])=[CH:18][C:17]=12)=[O:12]. Procedure: A solution of 118 mg (0.157 mmol, 73% purity) of rac-{1-[({7-[(2,6-difluorobenzyl)oxy]-5-methoxy-2-methylpyrazolo[1,5-a]pyridin-3-yl}carbonyl)amino]-2-methylpentan-2-yl}carbamic acid tert-butyl ester (Example 164A) in 12 ml of dichloromethane was admixed with 1.5 ml of trifluoroacetic acid. The resulting mixture was stirred at room temperature for two hours. The reaction mixture was concentrated under reduced pressure and the remaining residue was purified by preparative HPLC chromatography (Met... Starting materials: C(C)(=O)C1=CC=C(C=C1)C1=CC=C(N1C)C#N (5-(4-acetylphenyl)-1-methyl-1H-pyrrole-2-carbonitrile), Cl.NO (hydroxylamine hydrochloride salt). Yields the product O/N=C(\C)/C1=CC=C(C=C1)C1=CC=C(N1C)C#N (5-{4-[(1E)-N-hydroxyethanimidoyl]phenyl}-1-methyl-1H-pyrrole-2-carbonitrile). RXN SMILES: [C:1]([C:4]1[CH:9]=[CH:8][C:7]([C:10]2[N:14]([CH3:15])[C:13]([C:16]#[N:17])=[CH:12][CH:11]=2)=[CH:6][CH:5]=1)(=O)[CH3:2].Cl.[NH2:19][OH:20]>>[OH:20]/[N:19]=[C:1](/[C:4]1[CH:9]=[CH:8][C:7]([C:10]2[N:14]([CH3:15])[C:13]([C:16]#[N:17])=[CH:12][CH:11]=2)=[CH:6][CH:5]=1)\[CH3:2] |f:1.2|. Procedure: The title compound was prepared from 5-(4-acetylphenyl)-1-methyl-1H-pyrrole-2-carbonitrile and hydroxylamine hydrochloride salt according to the procedure described in example 1. MS (ESI) m/z 240; HRMS: calcd for C14H13N3O+H+, 240.11314; found (ESI, [M+H]+), 240.1126. Starting materials: ClCCCBr, O=C([O-])[O-], CCOC(=O)Nc1ccc(O)cc1, CC(C)=O, [K+], [K+]. Yields the product CCOC(=O)Nc1ccc(OCCCCl)cc1. Reaction SMILES: [Br:14][CH2:15][CH2:16][CH2:17][Cl:18].[C:19](=[O:20])([O-:21])[O-:22].[CH2:1]([CH3:2])[O:3][C:4]([NH:5][c:6]1[cH:7][cH:8][c:9]([OH:12])[cH:10][cH:11]1)=[O:13].[CH3:25][C:26](=[O:27])[CH3:28].[K+:23].[K+:24]>>[CH2:1]([CH3:2])[O:3][C:4]([NH:5][c:6]1[cH:7][cH:8][c:9]([O:12][CH2:15][CH2:16][CH2:17][Cl:18])[cH:10][cH:11]1)=[O:13]. Reactants: CC(=O)c1ccc(NS(C)(=O)=O)c(Sc2ccc(F)cc2F)c1, CCO, Cl, CON, c1ccncc1. Product: CON=C(C)c1ccc(NS(C)(=O)=O)c(Sc2ccc(F)cc2F)c1. Reaction SMILES: [C:1]([CH3:2])(=[O:3])[c:4]1[cH:5][c:6]([S:15][c:16]2[c:17]([F:23])[cH:18][c:19]([F:22])[cH:20][cH:21]2)[c:7]([NH:8][S:9](=[O:10])(=[O:11])[CH3:12])[cH:13][cH:14]1.[CH3:34][CH2:35][OH:36].[ClH:24].[O:25]([CH3:26])[NH2:27].[cH:28]1[cH:29][cH:30][n:31][cH:32][cH:33]1>>[C:1]([CH3:2])([c:4]1[cH:5][c:6]([S:15][c:16]2[c:17]([F:23])[cH:18][c:19]([F:22])[cH:20][cH:21]2)[c:7]([NH:8][S:9](=[O:10])(=[O:11])[CH3:12])[cH:13][cH:14]1)=[N:27][O:25][CH3:26]. Starting materials: BrCCCCCC(=O)O (6-bromohexanoic acid), COC=1C=C2C(=C(NC2=CC1)N1C=NC=C1)C (5-methoxy-3-methyl-2-(1-imidazolyl)indole), [H-].[Na+] (sodium hydride). Solvent: CN(C=O)C (dimethylformamide), O (water), CN(C=O)C (dimethylformamide), CN(C=O)C (dimethylformamide). The product is C(=O)(O)CCCCCN1C=C(C2=CC(=CC=C12)OC)C (1-(5-carboxypentyl)-5-methoxy-3-methylindole). RXN SMILES: [CH3:1][O:2][C:3]1[CH:4]=[C:5]2[C:9](=[CH:10][CH:11]=1)[NH:8][C:7](N1C=CN=C1)=[C:6]2[CH3:17].[H-].[Na+].Br[CH2:21][CH2:22][CH2:23][CH2:24][CH2:25][C:26]([OH:28])=[O:27]>CN(C)C=O.O>[C:26]([CH2:25][CH2:24][CH2:23][CH2:22][CH2:21][N:8]1[C:9]2[C:5](=[CH:4][C:3]([O:2][CH3:1])=[CH:11][CH:10]=2)[C:6]([CH3:17])=[CH:7]1)([OH:28])=[O:27] |f:1.2|. Reported procedure: A solution of 5-methoxy-3-methyl-2-(1-imidazolyl)indole (0.57 g) in dimethylformamide (4 ml) is added dropwise to a suspension of sodium hydride (50% dispersion in mineral oil), 0.27 g in dimethylformamide (5 ml) while stirring under N2 at 0°-5°. The mixture is stirred at 5° for 1/2 hour. A solution of 6-bromohexanoic acid (0.55 g) in dimethylformamide (4 ml) is added dropwise to the reaction mixture while stirring at 0°-5°. The mixture is stirred at 0°-5° for 1/2 hour and then overnight at room... The reactants are NC1=COC2=C(C1=O)C=C(C(=C2)NS(=O)(=O)C)OC2=CC=CC=C2 (3-Amino-7-methylsulfonylamino-6-phenoxy-4H-1-benzopyran-4-one), COC(N(C)C)OC (N,N-dimethylformamide dimethylacetal). Product: CN(C)C=NC1=COC2=C(C1=O)C=C(C(=C2)NS(=O)(=O)C)OC2=CC=CC=C2 (3-(N,N-dimethylamino)methyleneamino-7-methylsulfonylamino-6-phenoxy-4H-1-benzopyran-4-one). RXN SMILES: [NH2:1][C:2]1[C:7](=[O:8])[C:6]2[CH:9]=[C:10]([O:18][C:19]3[CH:24]=[CH:23][CH:22]=[CH:21][CH:20]=3)[C:11]([NH:13][S:14]([CH3:17])(=[O:16])=[O:15])=[CH:12][C:5]=2[O:4][CH:3]=1.CO[CH:27](OC)[N:28]([CH3:30])[CH3:29]>>[CH3:27][N:28]([CH:30]=[N:1][C:2]1[C:7](=[O:8])[C:6]2[CH:9]=[C:10]([O:18][C:19]3[CH:20]=[CH:21][CH:22]=[CH:23][CH:24]=3)[C:11]([NH:13][S:14]([CH3:17])(=[O:15])=[O:16])=[CH:12][C:5]=2[O:4][CH:3]=1)[CH3:29]. Procedure: 3-Amino-7-methylsulfonylamino-6-phenoxy-4H-1-benzopyran-4-one was reacted with N,N-dimethylformamide dimethylacetal to obtain 3-(N,N-dimethylamino)methyleneamino-7-methylsulfonylamino-6-phenoxy-4H-1-benzopyran-4-one. The reactants are S(=O)(Cl)Cl (thionyl chloride), COC=1C=C2C=CC(=CC2=CC1)C(C(=O)O)C (2-(6-methoxy-2-naphtyl)propionic acid). The solvent is C(Cl)(Cl)Cl (chloroform). Reaction conditions: time 40 minute. Yields the product COC=1C=C2C=CC(=CC2=CC1)C(C(=O)Cl)C (2-(6-methoxy-2-naphtyl)propionylchloride). As a reaction SMILES: S(Cl)([Cl:3])=O.[CH3:5][O:6][C:7]1[CH:8]=[C:9]2[C:14](=[CH:15][CH:16]=1)[CH:13]=[C:12]([CH:17]([CH3:21])[C:18](O)=[O:19])[CH:11]=[CH:10]2>C(Cl)(Cl)Cl>[CH3:5][O:6][C:7]1[CH:8]=[C:9]2[C:14](=[CH:15][CH:16]=1)[CH:13]=[C:12]([CH:17]([CH3:21])[C:18]([Cl:3])=[O:19])[CH:11]=[CH:10]2. Procedure details: 7 ml of thionyl chloride were cautiously added to a solution of 2.3 g of 2-(6-methoxy-2-naphtyl)propionic acid in 15 ml of anhydrous chloroform. The reaction mixture was stirred for 40 minutes at room temperature and then the solvent was evaporated at a reduced pressure, obtaining 2.23 g of 2-(6-methoxy-2-naphtyl)propionylchloride. Starting materials: FC1=C(C(=C(C(=C1[B-](C1=C(C(=C(C(=C1F)F)F)F)F)(C1=C(C(=C(C(=C1F)F)F)F)F)C1=C(C(=C(C(=C1F)F)F)F)F)F)F)F)F.[Li+] (lithium tetrakis(pentafluorophenyl)borate), Cl.CN(C1=CC=CC=C1)C (dimethylaniline hydrochloride). The solvent is O (water). Product: FC1=C(C(=C(C(=C1[B-](C1=C(C(=C(C(=C1F)F)F)F)F)(C1=C(C(=C(C(=C1F)F)F)F)F)C1=C(C(=C(C(=C1F)F)F)F)F)F)F)F)F.C[NH+](C1=CC=CC=C1)C (dimethylanilinium tetrakis(pentafluorophenyl)borate). Yield: 71.3%. Reaction SMILES: [F:1][C:2]1[C:7]([B-:8]([C:31]2[C:36]([F:37])=[C:35]([F:38])[C:34]([F:39])=[C:33]([F:40])[C:32]=2[F:41])([C:20]2[C:25]([F:26])=[C:24]([F:27])[C:23]([F:28])=[C:22]([F:29])[C:21]=2[F:30])[C:9]2[C:14]([F:15])=[C:13]([F:16])[C:12]([F:17])=[C:11]([F:18])[C:10]=2[F:19])=[C:6]([F:42])[C:5]([F:43])=[C:4]([F:44])[C:3]=1[F:45].[Li+].Cl.[CH3:48][N:49]([CH3:56])[C:50]1[CH:55]=[CH:54][CH:53]=[CH:52][CH:51]=1>O>[F:37][C:36]1[C:31]([B-:8]([C:9]2[C:14]([F:15])=[C:13]([F:16])[C:12]([F:17])=[C:11]([F:18])[C:10]=2[F:19])([C:7]2[C:6]([F:42])=[C:5]([F:43])[C:4]([F:44])=[C:3]([F:45])[C:2]=2[F:1])[C:20]2[C:21]([F:30])=[C:22]([F:29])[C:23]([F:28])=[C:24]([F:27])[C:25]=2[F:26])=[C:32]([F:41])[C:33]([F:40])=[C:34]([F:39])[C:35]=1[F:38].[CH3:48][NH+:49]([CH3:56])[C:50]1[CH:55]=[CH:54][CH:53]=[CH:52][CH:51]=1 |f:0.1,2.3,5.6|. Procedure: Thereafter, lithium tetrakis(pentafluorophenyl)borate (16 mmol) was reacted with dimethylaniline hydrochloride (16 mmol) in water, to obtain 11.4 mmol of dimethylanilinium tetrakis(pentafluorophenyl)borate as a white solid product.